Dataset: the Open Reaction Database (ORD), a public repository of structured organic reaction records. Task: describe an organic reaction: reactants, conditions, products, and yield Yields the product CC(C=Cc1cccc(Oc2ccc(Cl)cc2)c1)=NO. RXN SMILES: [CH3:29][OH:30].[Cl:1][c:2]1[cH:3][cH:4][c:5]([O:6][c:7]2[cH:8][c:9]([CH:13]=[CH:14][C:15]([CH3:16])=[O:17])[cH:10][cH:11][cH:12]2)[cH:18][cH:19]1.[ClH:20].[NH2:21][OH:22].[cH:23]1[cH:24][cH:25][n:26][cH:27][cH:28]1>>[Cl:1][c:2]1[cH:3][cH:4][c:5]([O:6][c:7]2[cH:8][c:9]([CH:13]=[CH:14][C:15]([CH3:16])=[N:21][OH:22])[cH:10][cH:11][cH:12]2)[cH:18][cH:19]1. The reactants are CO, CC(=O)C=Cc1cccc(Oc2ccc(Cl)cc2)c1, Cl, NO, c1ccncc1. The product is CCOC1Cc2ccccc2C1Nc1nc(C)c(-c2ccc(Cl)cc2Cl)nc1CC. As a reaction SMILES: [Cl:1][c:2]1[c:3](-[c:9]2[n:10][c:11]([CH2:30][CH3:31])[c:12]([NH:17][CH:18]3[CH:19]([O:27][CH2:28][CH3:29])[CH2:20][c:21]4[cH:22][cH:23][cH:24][cH:25][c:26]43)[n:13][c:14]2[CH2:15][CH3:16])[cH:4][cH:5][c:6]([Cl:8])[cH:7]1.[Cl:32][c:33]1[cH:34][c:35]([Cl:36])[cH:37][cH:38][c:39]1-[c:40]1[n:41][c:42]([CH2:43][CH3:44])[c:45]([NH:46][CH:47]2[c:48]3[c:49]([cH:50][cH:51][cH:52][cH:53]3)[CH2:54][CH:55]2[OH:56])[n:57][c:58]1[CH3:59]>>[Cl:1][c:2]1[c:3](-[c:9]2[n:10][c:11]([CH2:30][CH3:31])[c:12]([NH:17][CH:18]3[CH:19]([O:27][CH2:28][CH3:29])[CH2:20][c:21]4[cH:22][cH:23][cH:24][cH:25][c:26]43)[n:13][c:14]2[CH3:15])[cH:4][cH:5][c:6]([Cl:8])[cH:7]1. The reactants are CCOC1Cc2ccccc2C1Nc1nc(CC)c(-c2ccc(Cl)cc2Cl)nc1CC, CCc1nc(-c2ccc(Cl)cc2Cl)c(C)nc1NC1c2ccccc2CC1O. The reactants are Cl.Cl.N1(CCNCC1)C(CO)C (2-(Piperazin-1-yl)propan-1-ol 2HCl), C(C)N(C(C)C)C(C)C (N-ethyl-N-propan-2-ylpropan-2-amine), COC=1C=C(C=C(C1)OC)CCC=1C=C(NN1)NC(C1=CC=C(C=C1)F)=O (N-[5-[2-(3,5-dimethoxyphenyl)ethyl]-2H-pyrazol-3-yl]-4-fluorobenzamide). Solvent: CS(=O)C (DMSO). Run at time 10 minute. The product is COC=1C=C(C=C(C1)OC)CCC=1C=C(NN1)NC(C1=CC=C(C=C1)N1CCN(CC1)C(CO)C)=O (N-[5-[2-(3,5-dimethoxyphenyl)ethyl]-2H-pyrazol-3-yl]-4-[4-(1-hydroxypropan-2-yl)piperazin-1-yl]benzamide). Yield: 15.4%. Reaction SMILES: Cl.Cl.[N:3]1([CH:9]([CH3:12])[CH2:10][OH:11])[CH2:8][CH2:7][NH:6][CH2:5][CH2:4]1.C(N(C(C)C)C(C)C)C.[CH3:22][O:23][C:24]1[CH:25]=[C:26]([CH2:32][CH2:33][C:34]2[CH:35]=[C:36]([NH:39][C:40](=[O:48])[C:41]3[CH:46]=[CH:45][C:44](F)=[CH:43][CH:42]=3)[NH:37][N:38]=2)[CH:27]=[C:28]([O:30][CH3:31])[CH:29]=1>CS(C)=O>[CH3:31][O:30][C:28]1[CH:27]=[C:26]([CH2:32][CH2:33][C:34]2[CH:35]=[C:36]([NH:39][C:40](=[O:48])[C:41]3[CH:42]=[CH:43][C:44]([N:6]4[CH2:7][CH2:8][N:3]([CH:9]([CH3:12])[CH2:10][OH:11])[CH2:4][CH2:5]4)=[CH:45][CH:46]=3)[NH:37][N:38]=2)[CH:25]=[C:24]([O:23][CH3:22])[CH:29]=1 |f:0.1.2|. Procedure details: 2-(Piperazin-1-yl)propan-1-ol 2HCl (0.274 g, 1.26 mmol) was added to N-ethyl-N-propan-2-ylpropan-2-amine (0.330 mL, 1.89 mmol) in DMSO (5 mL). The reaction mixture was stirred at room temperature for 10 mins. N-[5-[2-(3,5-dimethoxyphenyl)ethyl]-2H-pyrazol-3-yl]-4-fluorobenzamide (0.233 g, 0.63 mmol) was added and the mixture heated at 110° C. for 18 h under nitrogen. Heating was continued for 12 additional days. The reaction was cooled and the crude mixture was purified by ion exchange chromatog... The product is C(C)OC(=O)C=1C=NN2C1N=CC(=C2NC2=C(C=C(C=C2)F)C)C(=O)N2CCC1(CC2)C=CC2=CC=CC=C21 (3-Ethoxycarbonyl-7-(4-fluoro-2-methylphenylamino)-6-(spiro[inden-1,4′-piperidine]-1′-ylcarbonyl)pyrazolo[1,5-a]pyrimidine). The yield is 86.8%. RXN SMILES: Cl[C:2]1[N:7]2[N:8]=[CH:9][C:10]([C:11]([O:13][CH2:14][CH3:15])=[O:12])=[C:6]2[N:5]=[CH:4][C:3]=1[C:16]([N:18]1[CH2:23][CH2:22][C:21]2([C:31]3[C:26](=[CH:27][CH:28]=[CH:29][CH:30]=3)[CH:25]=[CH:24]2)[CH2:20][CH2:19]1)=[O:17].[F:32][C:33]1[CH:39]=[CH:38][C:36]([NH2:37])=[C:35]([CH3:40])[CH:34]=1>>[CH2:14]([O:13][C:11]([C:10]1[CH:9]=[N:8][N:7]2[C:2]([NH:37][C:36]3[CH:38]=[CH:39][C:33]([F:32])=[CH:34][C:35]=3[CH3:40])=[C:3]([C:16]([N:18]3[CH2:19][CH2:20][C:21]4([C:31]5[C:26](=[CH:27][CH:28]=[CH:29][CH:30]=5)[CH:25]=[CH:24]4)[CH2:22][CH2:23]3)=[O:17])[CH:4]=[N:5][C:6]=12)=[O:12])[CH3:15]. Procedure details: In the same manner as in Example 19, step 5 and using 7-chloro-3-ethoxycarbonyl-6-(spiro[inden-1,4′-piperidine]-1′-ylcarbonyl)pyrazolo[1,5-a]pyrimidine (0.07 g, 0.16 mmol) obtained in Example 108, step 2 and 4-fluoro-2-methylaniline (0.03 g, 0.24 mmol), the title compound (0.073 g, 88%) was obtained. The reactants are ClC1=C(C=NC=2N1N=CC2C(=O)OCC)C(=O)N2CCC1(CC2)C=CC2=CC=CC=C21 (7-Chloro-3-ethoxycarbonyl-6-(spiro[inden-1,4′-piperidine]-1′-ylcarbonyl)pyrazolo[1,5-a]pyrimidine), FC1=CC(=C(N)C=C1)C (4-fluoro-2-methylaniline). Starting materials: OO (hydrogen peroxide), C(C1=CC=CC=C1)N1C(=NC=C1CO)S (1-Benzyl-2-mercapto-5-hydroxymethylimidazole), [OH-].[Na+] (sodium hydroxide). Reagents/catalysts: O[W](=O)(=O)O (tungstic acid). The solvent is CO (methanol). Reaction conditions: temperature 40 celsius, time 5 minute. Product: C(C1=CC=CC=C1)N1C=NC=C1CO (1-Benzyl-5-hydroxymethylimidazole). The yield is 69.0%. Reaction SMILES: [CH2:1]([N:8]1[C:12]([CH2:13][OH:14])=[CH:11][N:10]=[C:9]1S)[C:2]1[CH:7]=[CH:6][CH:5]=[CH:4][CH:3]=1.OO.[OH-].[Na+]>CO.O[W](O)(=O)=O>[CH2:1]([N:8]1[C:12]([CH2:13][OH:14])=[CH:11][N:10]=[CH:9]1)[C:2]1[CH:3]=[CH:4][CH:5]=[CH:6][CH:7]=1 |f:2.3|. Procedure: 1-Benzyl-2-mercapto-5-hydroxymethylimidazole(2.2 g, 9.99 mmol) and tungstic acid(H2WO4, 25 mg, 1 mol %) were mixed in 11 ml of methanol. The mixture was warmed to 40° C. in a water bath and 30% hydrogen peroxide(3.75 g, 3.2 molar eq.) was added dropwise thereto for 5 minutes while stirring. The reaction mixture was warmed to 65° C. and refluxed, and stirred at the same temperature for 2.5 hours. Upon exhaustion of the starting material, the mixture was cooled in an ice bath and thereto was added... RXN SMILES: [C:13](=[O:14])([O-:15])[O-:16].[CH3:19][N:20]([CH3:21])[CH:22]=[O:23].[CH3:1][O:2][C:3](=[O:4])[c:5]1[n:6][nH:7][cH:8][c:9]1[N+:10](=[O:11])[O-:12].[Cs+:17].[Cs+:18].[I:24][CH3:25]>>[CH3:1][O:2][C:3](=[O:4])[c:5]1[n:6][n:7]([CH3:13])[cH:8][c:9]1[N+:10](=[O:11])[O-:12]. The product is COC(=O)c1nn(C)cc1[N+](=O)[O-]. Reactants: O=C([O-])[O-], CN(C)C=O, COC(=O)c1n[nH]cc1[N+](=O)[O-], [Cs+], [Cs+], CI. The reactants are ClN1NC=C2C(=CC=CC2=C1)Cl (3,8-dichlorophthalazine), N1CCC(CC1)CCOC1=CC=C(C(=O)OCC)C=C1 (ethyl 4-[2-(4-piperidinyl) ethoxy]benzoate), C(O)([O-])=O.[Na+] (sodium hydrogen carbonate). Run in C(C)O (ethanol). Yields the product Cl.ClC1=CC=CC2=CN(NC=C12)N1CCC(CC1)CCOC1=CC=C(C(=O)OCC)C=C1 (ethyl 4-[2-[1-(8-chloro-3-phthalazinyl)-4-piperidinyl]ethoxy]benzoate monohydrochloride). Yield: 46.2%. Reaction SMILES: [Cl:1][N:2]1[CH:11]=[C:10]2[C:5]([C:6]([Cl:12])=[CH:7][CH:8]=[CH:9]2)=[CH:4][NH:3]1.[NH:13]1[CH2:18][CH2:17][CH:16]([CH2:19][CH2:20][O:21][C:22]2[CH:32]=[CH:31][C:25]([C:26]([O:28][CH2:29][CH3:30])=[O:27])=[CH:24][CH:23]=2)[CH2:15][CH2:14]1.C(=O)([O-])O.[Na+]>C(O)C>[ClH:1].[Cl:12][C:6]1[C:5]2[C:10](=[CH:11][N:2]([N:13]3[CH2:14][CH2:15][CH:16]([CH2:19][CH2:20][O:21][C:22]4[CH:23]=[CH:24][C:25]([C:26]([O:28][CH2:29][CH3:30])=[O:27])=[CH:31][CH:32]=4)[CH2:17][CH2:18]3)[NH:3][CH:4]=2)[CH:9]=[CH:8][CH:7]=1 |f:2.3,5.6|. Procedure: A mixture of 4 parts of 3,8-dichlorophthalazine, 4.2 parts of ethyl 4-[2-(4-piperidinyl) ethoxy]benzoate, 4 parts of sodium hydrogen carbonate and 120 parts of ethanol was stirred and refluxed overnight. After evaporation, the residue was taken up in water and dichloromethane. The organic layer was dried, filtered and evaporated. The residue was purified by column chromatography over silica gel using trichloromethane and methanol (98.2 by volume) as eluent. The pure fractions were collected and ...